Dataset: the Open Reaction Database (ORD), a public repository of structured organic reaction records. Task: describe an organic reaction: reactants, conditions, products, and yield Starting materials: 1.2, C([O-])([O-])=O.[Na+].[Na+] (sodium carbonate), C(C#CCCCC)(=O)C1=CN(C2=NC=CC=C21)C(=O)OC(C)(C)C (tert-butyl 3-hept-2-inoylpyrrolo[2,3-b]pyridine-1-carboxylate), C(O)(O)=O.NC(=N)N (guanidine carbonate). The solvent is COCCO (ethylene glycol monomethyl ether). Product: C(CCC)C1=NC(=NC(=C1)C1=CNC2=NC=CC=C21)N (4-butyl-6-(1H-pyrrolo[2,3-b]pyridin-3-yl)pyrimidin-2-ylamine). As a reaction SMILES: C(=O)([O-])[O-].[Na+].[Na+].[C:7]([C:15]1[C:23]2[C:18](=[N:19][CH:20]=[CH:21][CH:22]=2)[N:17](C(OC(C)(C)C)=O)[CH:16]=1)(=O)[C:8]#[C:9][CH2:10][CH2:11][CH2:12][CH3:13].C(=O)(O)O.[NH2:35][C:36]([NH2:38])=[NH:37]>COCCO>[CH2:10]([C:9]1[CH:8]=[C:7]([C:15]2[C:23]3[C:18](=[N:19][CH:20]=[CH:21][CH:22]=3)[NH:17][CH:16]=2)[N:37]=[C:36]([NH2:38])[N:35]=1)[CH2:11][CH2:12][CH3:13] |f:0.1.2,4.5|. Reported procedure: 1.2 278 mg (2.0 mmol) of sodium carbonate are added to a solution of 314 mg (0.96 mmol) of tert-butyl 3-hept-2-inoylpyrrolo[2,3-b]pyridine-1-carboxylate and 130 mg (0.72 mmol) of guanidine carbonate in 2 ml of ethylene glycol monomethyl ether, and the mixture is heated at the boil for 24 hours. After cooling, the mixture is partitioned between water and ethyl acetate. The organic phase is dried over sodium sulfate, evaporated, and the residue is chromatographed using preparative HPLC, giving 4-b... The reactants are CC(O)Cc1ccc(-c2ccnc(NC3CC(C)(C)NC(C)(C)C3)n2)cc1, Cc1ccc(S(=O)(=O)Cl)cc1, c1ccncc1. Yields the product Cc1ccc(S(=O)(=O)OC(C)Cc2ccc(-c3ccnc(NC4CC(C)(C)NC(C)(C)C4)n3)cc2)cc1. As a reaction SMILES: [CH3:1][C:2]1([CH3:27])[NH:3][C:4]([CH3:25])([CH3:26])[CH2:5][CH:6]([NH:8][c:9]2[n:10][cH:11][cH:12][c:13](-[c:15]3[cH:16][cH:17][c:18]([CH2:21][CH:22]([CH3:23])[OH:24])[cH:19][cH:20]3)[n:14]2)[CH2:7]1.[c:28]1([CH3:38])[cH:29][cH:30][c:31]([S:34](=[O:35])(=[O:36])[Cl:37])[cH:32][cH:33]1.[cH:39]1[cH:40][cH:41][n:42][cH:43][cH:44]1>>[CH3:1][C:2]1([CH3:27])[NH:3][C:4]([CH3:25])([CH3:26])[CH2:5][CH:6]([NH:8][c:9]2[n:10][cH:11][cH:12][c:13](-[c:15]3[cH:16][cH:17][c:18]([CH2:21][CH:22]([CH3:23])[O:24][S:34]([c:31]4[cH:30][cH:29][c:28]([CH3:38])[cH:33][cH:32]4)(=[O:35])=[O:36])[cH:19][cH:20]3)[n:14]2)[CH2:7]1. Reactants: CCOC(C)=O, ClP(Cl)Cl, [O-][n+]1cc(CN2CCOCC2)ccc1-c1c(O)[nH]c2ccc(-c3cccnc3)cc12. The product is Oc1[nH]c2ccc(-c3cccnc3)cc2c1-c1ccc(CN2CCOCC2)cn1. As a reaction SMILES: [CH3:35][CH2:36][O:37][C:38](=[O:39])[CH3:40].[Cl:31][P:32]([Cl:33])[Cl:34].[O:1]1[CH2:2][CH2:3][N:4]([CH2:7][c:8]2[cH:9][cH:10][c:11](-[c:15]3[c:16]([OH:30])[nH:17][c:18]4[cH:19][cH:20][c:21](-[c:24]5[cH:25][n:26][cH:27][cH:28][cH:29]5)[cH:22][c:23]34)[n+:12]([O-:14])[cH:13]2)[CH2:5][CH2:6]1>>[O:1]1[CH2:2][CH2:3][N:4]([CH2:7][c:8]2[cH:9][cH:10][c:11](-[c:15]3[c:16]([OH:30])[nH:17][c:18]4[cH:19][cH:20][c:21](-[c:24]5[cH:25][n:26][cH:27][cH:28][cH:29]5)[cH:22][c:23]34)[n:12][cH:13]2)[CH2:5][CH2:6]1. Reactants: O=C([O-])[O-], Cn1c(=O)[nH]c2nn(Cc3cccc4ccccc34)c(-c3ccncc3)c2c1=O, CS(=O)(=O)O, CS(=O)(=O)Cl, ClCCl, [Cs+], [Cs+], C=CCO. Yields the product C=CCn1c(=O)n(C)c(=O)c2c(-c3ccncc3)n(Cc3cccc4ccccc34)nc21. RXN SMILES: [C:39](=[O:40])([O-:41])[O-:42].[CH3:10][n:11]1[c:12](=[O:38])[nH:13][c:14]2[c:15]([c:16]1=[O:17])[c:18](-[c:32]1[cH:33][cH:34][n:35][cH:36][cH:37]1)[n:19]([CH2:21][c:22]1[cH:23][cH:24][cH:25][c:26]3[cH:27][cH:28][cH:29][cH:30][c:31]13)[n:20]2.[CH3:45][S:46]([OH:47])(=[O:48])=[O:49].[CH3:5][S:6](=[O:7])(=[O:8])[Cl:9].[Cl:50][CH2:51][Cl:52].[Cs+:43].[Cs+:44].[OH:1][CH2:2][CH:3]=[CH2:4]>>[CH2:2]=[CH:3][CH2:4][n:13]1[c:12](=[O:38])[n:11]([CH3:10])[c:16](=[O:17])[c:15]2[c:14]1[n:20][n:19]([CH2:21][c:22]1[cH:23][cH:24][cH:25][c:26]3[cH:27][cH:28][cH:29][cH:30][c:31]13)[c:18]2-[c:32]1[cH:33][cH:34][n:35][cH:36][cH:37]1.